The task is: describe an organic reaction: reactants, conditions, products, and yield. This data is from the Open Reaction Database (ORD), a public repository of structured organic reaction records. The reactants are COc1ccc(B(O)O)cc1, COc1ccc2c(Cl)c(OS(=O)(=O)C(F)(F)F)ccc2c1Cl. Yields the product COc1ccc(-c2ccc3c(Cl)c(OC)ccc3c2Cl)cc1. As a reaction SMILES: [CH3:23][O:24][c:25]1[cH:26][cH:27][c:28]([B:31]([OH:32])[OH:33])[cH:29][cH:30]1.[F:1][C:2]([F:3])([F:4])[S:5]([O:6][c:7]1[c:8]([Cl:20])[c:9]2[cH:10][cH:11][c:12]([O:18][CH3:19])[c:13]([Cl:17])[c:14]2[cH:15][cH:16]1)(=[O:21])=[O:22]>>[c:7]1(-[c:28]2[cH:27][cH:26][c:25]([O:24][CH3:23])[cH:30][cH:29]2)[c:8]([Cl:20])[c:9]2[cH:10][cH:11][c:12]([O:18][CH3:19])[c:13]([Cl:17])[c:14]2[cH:15][cH:16]1. The reactants are ClC1=CC=C2C=C(C=NC2=C1)OC1=CC=C(C=C1)O (4-[(7-chloroquinolin-3-yl)oxy]phenol), BrC(C(=O)OCC)(C)C (ethyl 2-bromo-2-methylpropionate), ( c ). Yields the product ClC1=CC=C2C=C(C=NC2=C1)OC1=CC=C(OC(C(=O)OCC)(C)C)C=C1 (Ethyl 2-{4-[(7-chloroquinolin-3-yl)oxy]phenoxy}-2-methylpropionate). RXN SMILES: [Cl:1][C:2]1[CH:11]=[C:10]2[C:5]([CH:6]=[C:7]([O:12][C:13]3[CH:18]=[CH:17][C:16]([OH:19])=[CH:15][CH:14]=3)[CH:8]=[N:9]2)=[CH:4][CH:3]=1.Br[C:21]([CH3:28])([CH3:27])[C:22]([O:24][CH2:25][CH3:26])=[O:23]>>[Cl:1][C:2]1[CH:11]=[C:10]2[C:5]([CH:6]=[C:7]([O:12][C:13]3[CH:14]=[CH:15][C:16]([O:19][C:21]([CH3:28])([CH3:27])[C:22]([O:24][CH2:25][CH3:26])=[O:23])=[CH:17][CH:18]=3)[CH:8]=[N:9]2)=[CH:4][CH:3]=1. Reported procedure: Ethyl 2-{4-[(7-chloroquinolin-3-yl)oxy]phenoxy}-2-methylpropionate (15) was prepared from 4-[(7-chloroquinolin-3-yl)oxy]phenol and ethyl 2-bromo-2-methylpropionate following essentially the same procedure as that described in Example 1 part (c). The product, a pale yellow oil was characterised by proton magnetic resonance spectroscopy. Pmr spectrum (CDCl3 ; δ in ppm): 8.65 (1H, d); 7.95 (1H, bs); 7.35 (3H, m); 6.9 (4H, s); 4.2 (2H, q); 1.6 (6H, s); 1.2 (3H, t). Reactants: NC=1C(=CC=CC1C)C (2,6-xylidine), C(C)(=O)OC(C)=O (acetic anhydride), C(C)(=O)O (acetic acid). Run in O (water). Yields the product C(C)(=O)NC=1C(=CC=CC1C)C (N-acetyl-2,6-xylidine). The yield is 92.2%. RXN SMILES: [NH2:1][C:2]1[C:3]([CH3:9])=[CH:4][CH:5]=[CH:6][C:7]=1[CH3:8].[C:10](OC(=O)C)(=[O:12])[CH3:11].C(O)(=O)C>O>[C:10]([NH:1][C:2]1[C:7]([CH3:8])=[CH:6][CH:5]=[CH:4][C:3]=1[CH3:9])(=[O:12])[CH3:11]. Procedure details: To 25 ml of 2,6-xylidine (0.20 mole) was added slowly a mixture of 25 ml of acetic anhydride (0.26 mole) and 25 ml of acetic acid (0.44 mole) under stirring at room temperature. The mixture was stirred for 30 minutes at room temperature and, then, diluted with water. The crystalline precipitate was collected by filtration to give 30.1 g (91%) of the title compound (m.p. 182°-184° C.; colorless needles). Starting materials: COC=1C=C(C=CC1OC)S(=O)(=O)Cl (3,4-dimethoxybenzene sulfonyl chloride), C(C)(C)NCCNC(C)C (N,N'-diisopropylethylene diamine). The product is CC(C)NCCN(S(=O)(=O)C1=CC(=C(C=C1)OC)OC)C(C)C (N-[2-[(1-methylethyl)amino]ethyl]-3,4-dimethoxy-N-(1-methylethyl)-benzenesulfonamide). As a reaction SMILES: [CH3:1][O:2][C:3]1[CH:4]=[C:5]([S:11](Cl)(=[O:13])=[O:12])[CH:6]=[CH:7][C:8]=1[O:9][CH3:10].[CH:15]([NH:18][CH2:19][CH2:20][NH:21][CH:22]([CH3:24])[CH3:23])([CH3:17])[CH3:16]>>[CH3:16][CH:15]([NH:18][CH2:19][CH2:20][N:21]([CH:22]([CH3:24])[CH3:23])[S:11]([C:5]1[CH:6]=[CH:7][C:8]([O:9][CH3:10])=[C:3]([O:2][CH3:1])[CH:4]=1)(=[O:13])=[O:12])[CH3:17]. Procedure details: Reaction of 3,4-dimethoxybenzene sulfonyl chloride with N,N'-diisopropylethylene diamine following the procedure of Example 1 gave a crude crystalline product which on recrystallization from diethyl ether provided the pure title compound, m.r. 53°-55° C. Starting materials: [Br-], [Li]CCCC, CCCCCCCC[P+](c1ccccc1)(c1ccccc1)c1ccccc1, Cc1ccccc1, CCCCCC, CCOC(=O)C1C(C=O)C1(C)C, C1CCOC1, O. The product is CCCCCCCC=CC1C(C(=O)OCC)C1(C)C. RXN SMILES: [Br-:6].[CH2:1]([Li:2])[CH2:3][CH2:4][CH3:5].[CH2:7]([CH2:8][CH2:9][CH2:10][CH2:11][CH2:12][CH2:13][CH3:14])[P+:15]([c:16]1[cH:17][cH:18][cH:19][cH:20][cH:21]1)([c:22]1[cH:23][cH:24][cH:25][cH:26][cH:27]1)[c:28]1[cH:29][cH:30][cH:31][cH:32][cH:33]1.[CH3:46][c:47]1[cH:48][cH:49][cH:50][cH:51][cH:52]1.[CH3:53][CH2:54][CH2:55][CH2:56][CH2:57][CH3:58].[CH:34](=[O:35])[CH:36]1[CH:37]([C:41](=[O:42])[O:43][CH2:44][CH3:45])[C:38]1([CH3:39])[CH3:40].[O:59]1[CH2:60][CH2:61][CH2:62][CH2:63]1.[OH2:64]>>[CH:7]([CH2:8][CH2:9][CH2:10][CH2:11][CH2:12][CH2:13][CH3:14])=[CH:34][CH:36]1[CH:37]([C:41](=[O:42])[O:43][CH2:44][CH3:45])[C:38]1([CH3:39])[CH3:40]. The solvent is O1CCCC1 (tetrahydrofuran). Yields the product C(C)O[C@@H]([C@H](C(=O)O)C)CCC=C ((2R,3R)-3-Ethoxy-2-methyl-hept-6-enoic acid). Procedure details: To a solution of (2R,3R)-1-((1R,5S)-10,10-dimethyl-3,3-dioxo-3lambda*6*-thia-4-aza-tricyclo[5.2.1.0*1,5*]dec-4-yl)-3-ethoxy-2-methyl-hept-6-en-1-one (245 mg, 0.64 mmol) in tetrahydrofuran (12 mL) was added a lithium hydroxide solution (2 M aqueous, 5 mL). The mixture was heated to reflux for 16 hours then cooled to room temperature and acidified to pH 1 with 2 M hydrochloric acid (15 mL). The aqueous layer was extracted with ethyl acetate. The extract was dried over anhydrous sodium sulfate, fil... Reaction SMILES: CC1(C)C2CC[C@@]31[C@H](C2)N([C:12](=[O:23])[C@H:13]([CH3:22])[C@H:14]([O:19][CH2:20][CH3:21])[CH2:15][CH2:16][CH:17]=[CH2:18])S(=O)(=O)C3.[OH-:27].[Li+].Cl>O1CCCC1>[CH2:20]([O:19][C@H:14]([CH2:15][CH2:16][CH:17]=[CH2:18])[C@@H:13]([CH3:22])[C:12]([OH:23])=[O:27])[CH3:21] |f:1.2|. Yield: 65.0%. Starting materials: CC1([C@@]23CS(N([C@H]2CC1CC3)C([C@@H]([C@@H](CCC=C)OCC)C)=O)(=O)=O)C ((2R,3R)-1-((1R,5S)-10,10-dimethyl-3,3-dioxo-3lambda*6*-thia-4-aza-tricyclo[5.2.1.0*1,5*]dec-4-yl)-3-ethoxy-2-methyl-hept-6-en-1-one), [OH-].[Li+] (lithium hydroxide), Cl (hydrochloric acid).